From a dataset of the Open Reaction Database (ORD), a public repository of structured organic reaction records. describe an organic reaction: reactants, conditions, products, and yield The reactants are CC1=NC=C(C(=O)Cl)C=C1 (6-methylnicotinoylchloride), C(C1=CC=CC=C1)C1=C(C=C(C=C1Cl)[N+](=O)[O-])Cl (4-benzyl-3,5-dichloronitrobenzene). Product: CC1=NC=C(C=C1)C(C1=CC=C(C=C1)CC1=C(C=C(C=C1Cl)[N+](=O)[O-])Cl)=O (2-Methyl-5-[4-(2,6-dichloro-4-nitrobenzyl)benzoyl]pyridine). Isolated yield 14.8%. RXN SMILES: [CH3:1][C:2]1[CH:10]=[CH:9][C:5]([C:6](Cl)=[O:7])=[CH:4][N:3]=1.[CH2:11]([C:18]1[C:23]([Cl:24])=[CH:22][C:21]([N+:25]([O-:27])=[O:26])=[CH:20][C:19]=1[Cl:28])[C:12]1[CH:17]=[CH:16][CH:15]=[CH:14][CH:13]=1>>[CH3:1][C:2]1[CH:10]=[CH:9][C:5]([C:6](=[O:7])[C:15]2[CH:16]=[CH:17][C:12]([CH2:11][C:18]3[C:19]([Cl:28])=[CH:20][C:21]([N+:25]([O-:27])=[O:26])=[CH:22][C:23]=3[Cl:24])=[CH:13][CH:14]=2)=[CH:4][N:3]=1. Procedure details: The title compound was prepared as pale yellow crystals at yield of 14.8%, in a similar manner as in Reference Eample 1, by the reaction of 6-methylnicotinoylchloride and 4-benzyl-3,5-dichloronitrobenzene.